Dataset: the Open Reaction Database (ORD), a public repository of structured organic reaction records. Task: describe an organic reaction: reactants, conditions, products, and yield Reactants: COCC1COC(=O)N1c1ccc(C(=O)N2CCNCC2)cc1, Clc1cnc(Cl)c(Cl)c1. Yields the product COCC1COC(=O)N1c1ccc(C(=O)N2CCN(c3ncc(Cl)cc3Cl)CC2)cc1. Reaction SMILES: [CH3:1][O:2][CH2:3][CH:4]1[N:5]([c:10]2[cH:11][cH:12][c:13]([C:16](=[O:17])[N:18]3[CH2:19][CH2:20][NH:21][CH2:22][CH2:23]3)[cH:14][cH:15]2)[C:6](=[O:9])[O:7][CH2:8]1.[Cl:24][c:25]1[n:26][cH:27][c:28]([Cl:32])[cH:29][c:30]1[Cl:31]>>[CH3:1][O:2][CH2:3][CH:4]1[N:5]([c:10]2[cH:11][cH:12][c:13]([C:16](=[O:17])[N:18]3[CH2:19][CH2:20][N:21]([c:25]4[n:26][cH:27][c:28]([Cl:32])[cH:29][c:30]4[Cl:31])[CH2:22][CH2:23]3)[cH:14][cH:15]2)[C:6](=[O:9])[O:7][CH2:8]1.